From a dataset of the Open Reaction Database (ORD), a public repository of structured organic reaction records. describe an organic reaction: reactants, conditions, products, and yield The reactants are NCc1ccccc1Br, COCCOC, CS(=O)c1nc(N)nc(-c2ccco2)c1C#N. The product is N#Cc1c(NCc2ccccc2Br)nc(N)nc1-c1ccco1. Reaction SMILES: [Br:18][c:19]1[c:20]([CH2:21][NH2:22])[cH:23][cH:24][cH:25][cH:26]1.[CH3:27][O:28][CH2:29][CH2:30][O:31][CH3:32].[NH2:1][c:2]1[n:3][c:4]([S:15]([CH3:16])=[O:17])[c:5]([C:13]#[N:14])[c:6](-[c:8]2[o:9][cH:10][cH:11][cH:12]2)[n:7]1>>[NH2:1][c:2]1[n:3][c:4]([NH:22][CH2:21][c:20]2[c:19]([Br:18])[cH:26][cH:25][cH:24][cH:23]2)[c:5]([C:13]#[N:14])[c:6](-[c:8]2[o:9][cH:10][cH:11][cH:12]2)[n:7]1. The reactants are O=Cc1ccccc1B(O)O, Cl, N#C[Na], O. Yields the product N#CC1OB(O)c2ccccc21. As a reaction SMILES: [CH:1](=[O:2])[c:3]1[c:4]([B:9]([OH:10])[OH:11])[cH:5][cH:6][cH:7][cH:8]1.[ClH:15].[Na:12][C:13]#[N:14].[OH2:16]>>[CH:1]1([C:13]#[N:14])[c:3]2[c:4]([cH:5][cH:6][cH:7][cH:8]2)[B:9]([OH:10])[O:11]1. The reactants are CO, CN(CCO)CC(O)CC1([N+](=O)[O-])CCCCC1. Yields the product CN(CCO)CC(O)CC1(N)CCCCC1. RXN SMILES: [CH3:19][OH:20].[OH:1][CH2:2][CH2:3][N:4]([CH2:5][CH:6]([CH2:7][C:8]1([N+:14]([O-:15])=[O:16])[CH2:9][CH2:10][CH2:11][CH2:12][CH2:13]1)[OH:17])[CH3:18]>>[OH:1][CH2:2][CH2:3][N:4]([CH2:5][CH:6]([CH2:7][C:8]1([NH2:14])[CH2:9][CH2:10][CH2:11][CH2:12][CH2:13]1)[OH:17])[CH3:18]. Reactants: C1CCOC1 (THF), CN1CCN(CC1)C(=O)C1CN(CCC1)C1=CC=C(C=C1)[N+](=O)[O-] ((4-Methyl-piperazin-1-yl)-[1-(4-nitro-phenyl)-piperidin-3-yl]-methanone), B (borane), Cl (HCl), C(=O)(O)[O-].[Na+] (NaHCO3). Reaction SMILES: [CH3:1][N:2]1[CH2:7][CH2:6][N:5]([C:8]([CH:10]2[CH2:15][CH2:14][CH2:13][N:12]([C:16]3[CH:21]=[CH:20][C:19]([N+:22]([O-:24])=[O:23])=[CH:18][CH:17]=3)[CH2:11]2)=O)[CH2:4][CH2:3]1.B.[CH2:26]1[CH2:30]OCC1.Cl.C([O-])(O)=O.[Na+]>>[CH3:1][N:2]1[CH2:3][CH2:4][N:5]([CH2:8][CH:10]2[CH2:15][CH2:14][CH2:13][N:12]([C:16]3[CH:21]=[CH:20][C:19]([N+:22]([O-:24])=[O:23])=[CH:18][CH:17]=3)[CH2:11]2)[CH2:6][CH2:7]1.[CH3:1][N:2]1[CH2:26][CH2:30][N:5]([CH2:6][CH:15]2[CH2:10][CH2:11][N:12]([C:16]3[CH:17]=[CH:18][C:19]([N+:22]([O-:24])=[O:23])=[CH:20][CH:21]=3)[CH2:13][CH2:14]2)[CH2:4][CH2:3]1 |f:4.5|. Procedure: 1-Methyl-4-[1-(4-nitro-phenyl)-piperidin-3-ylmethyl]-piperazine was prepared by warming (4-Methyl-piperazin-1-yl)-[1-(4-nitro-phenyl)-piperidin-3-yl]-methanone of Example 443a with borane.THF (10 equivalents) at 60° C. for 16 hours, followed by a standard aqueous HCl workup. The resulting aqueous phase was neutralized with NaHCO3 and extracted with EtOAc (2×). The organics were combined, dried over Na2SO4, filtered, and concentrated under reduced pressure to give 1-Methyl-4-[1-(4-nitro-phenyl)-p... The product is CN1CCN(CC1)CC1CN(CCC1)C1=CC=C(C=C1)[N+](=O)[O-] (1-Methyl-4-[1-(4-nitro-phenyl)-piperidin-3-ylmethyl]-piperazine), CN1CCN(CC1)CC1CCN(CC1)C1=CC=C(C=C1)[N+](=O)[O-] (1-Methyl-4-[1-(4-nitro-phenyl)-piperidin-4-ylmethyl]-piperazine). Starting materials: ClC1=C(C=CC=2C3=C(N(C12)CC(=O)OCC)CCN(CC3)C(=O)OC(C)(C)C)Cl (tert-butyl 7,8-dichloro-6-(2-ethoxy-2-oxoethyl)-1,4,5,6-tetrahydroazepino[4,5-b]indole-3(2H)-carboxylate), [Li+].[BH4-] (LiBH4), [Li+].[BH4-] (LiBH4), [OH-].[Na+] (NaOH), CCOC(=O)C (EtOAc). Run in O (H2O), C1CCOC1 (THF). Reaction conditions: time 7 hour. Yields the product ClC1=C(C=CC=2C3=C(N(C12)CCO)CCN(CC3)C(=O)OC(C)(C)C)Cl (tert-Butyl 7,8-dichloro-6-(2-hydroxyethyl)-1,4,5,6-tetrahydroazepino[4,5-b]indole-3(2H)-carboxylate). Isolated yield 62.6%. As a reaction SMILES: [Cl:1][C:2]1[C:10]2[N:9]([CH2:11][C:12](OCC)=[O:13])[C:8]3[CH2:17][CH2:18][N:19]([C:22]([O:24][C:25]([CH3:28])([CH3:27])[CH3:26])=[O:23])[CH2:20][CH2:21][C:7]=3[C:6]=2[CH:5]=[CH:4][C:3]=1[Cl:29].[Li+].[BH4-].[OH-].[Na+].CCOC(C)=O>C1COCC1.O>[Cl:1][C:2]1[C:10]2[N:9]([CH2:11][CH2:12][OH:13])[C:8]3[CH2:17][CH2:18][N:19]([C:22]([O:24][C:25]([CH3:27])([CH3:26])[CH3:28])=[O:23])[CH2:20][CH2:21][C:7]=3[C:6]=2[CH:5]=[CH:4][C:3]=1[Cl:29] |f:1.2,3.4|. Procedure: A solution of tert-butyl 7,8-dichloro-6-(2-ethoxy-2-oxoethyl)-1,4,5,6-tetrahydroazepino[4,5-b]indole-3(2H)-carboxylate (3.0 g, 6.8 mmol) in dry THF (30 mL) was cooled to ° C. Then, LiBH4 (0.74 g, 34 mmol) was added and the reaction was allowed to warm slowly to rt. Additional LiBH4 (0.30 g, 14 mmol) was added after 24 h. After another 7 h, the reaction was diluted with H2O (75 mL) followed by addition of 10% aqueous NaOH and extraction with EtOAc (3×100 mL). The combined organic extracts were wa... Reactants: CC(C)(C)OC(=O)NC(=NS(=O)(=O)C(F)(F)F)NC(=O)OC(C)(C)C, CCN(C(C)C)C(C)C, ClCCl, Nc1cnn2c1NCCC2, O=S(=O)(O)O. The product is CC(C)(C)OC(=O)N=C(NC(=O)OC(C)(C)C)Nc1cnn2c1NCCC2. As a reaction SMILES: [C:25]([CH3:26])([CH3:27])([CH3:28])[O:29][C:30](=[O:31])[NH:32][C:33](=[N:34][S:35]([C:36]([F:37])([F:38])[F:39])(=[O:40])=[O:41])[NH:42][C:43](=[O:44])[O:45][C:46]([CH3:47])([CH3:48])[CH3:49].[CH2:16]([N:17]([CH:18]([CH3:19])[CH3:20])[CH:21]([CH3:22])[CH3:23])[CH3:24].[CH2:50]([Cl:51])[Cl:52].[NH2:6][c:7]1[cH:8][n:9][n:10]2[c:11]1[NH:12][CH2:13][CH2:14][CH2:15]2.[S:1](=[O:2])(=[O:3])([OH:4])[OH:5]>>[NH:6]([c:7]1[cH:8][n:9][n:10]2[c:11]1[NH:12][CH2:13][CH2:14][CH2:15]2)[C:33]([NH:32][C:30]([O:29][C:25]([CH3:26])([CH3:27])[CH3:28])=[O:31])=[N:42][C:43](=[O:44])[O:45][C:46]([CH3:47])([CH3:48])[CH3:49]. Reactants: C1CCOC1, C[Mg]Cl, CCC(C=O)N1C(=O)C(C)(CC(=O)O)CC(c2cccc(Cl)c2)C1c1ccc(Cl)cc1. Yields the product CCC(C(C)O)N1C(=O)C(C)(CC(=O)O)CC(c2cccc(Cl)c2)C1c1ccc(Cl)cc1. Reaction SMILES: [CH2:35]1[O:36][CH2:37][CH2:38][CH2:39]1.[CH3:32][Mg:33][Cl:34].[Cl:1][c:2]1[cH:3][c:4]([CH:8]2[CH2:9][C:10]([CH3:27])([CH2:28][C:29](=[O:30])[OH:31])[C:11](=[O:26])[N:12]([CH:21]([CH:22]=[O:23])[CH2:24][CH3:25])[CH:13]2[c:14]2[cH:15][cH:16][c:17]([Cl:20])[cH:18][cH:19]2)[cH:5][cH:6][cH:7]1>>[Cl:1][c:2]1[cH:3][c:4]([CH:8]2[CH2:9][C:10]([CH3:27])([CH2:28][C:29](=[O:30])[OH:31])[C:11](=[O:26])[N:12]([CH:21]([CH:22]([OH:23])[CH3:32])[CH2:24][CH3:25])[CH:13]2[c:14]2[cH:15][cH:16][c:17]([Cl:20])[cH:18][cH:19]2)[cH:5][cH:6][cH:7]1.